This data is from the Open Reaction Database (ORD), a public repository of structured organic reaction records. The task is: describe an organic reaction: reactants, conditions, products, and yield Conditions: time 8 hour. The product is N1=C2C(=NO1)C=C(C=C2)C2=CC=C(C=C2)NC ((4Benzo[1,2,5]oxadiazol-5-yl-phenyl)-methyl-amine). Starting materials: C(C)(C)(C)OC(N(C)C1=CC=C(C=C1)C=1C=CC=2C(=NON2)C1)=O ((4-benzo[1,2,5]oxadiazol-5-yl-phenyl)-methyl-carbamic acid tert-butyl ester), FC(C(=O)O)(F)F (trifluoroacetic acid). RXN SMILES: C(O[C:6](=O)[N:7]([C:9]1[CH:14]=[CH:13][C:12]([C:15]2[CH:16]=[CH:17][C:18]3[C:19]([CH:23]=2)=[N:20][O:21][N:22]=3)=[CH:11][CH:10]=1)C)(C)(C)C.FC(F)(F)C(O)=O>ClCCl>[N:22]1[O:21][N:20]=[C:19]2[CH:23]=[C:15]([C:12]3[CH:11]=[CH:10][C:9]([NH:7][CH3:6])=[CH:14][CH:13]=3)[CH:16]=[CH:17][C:18]=12. Procedure details: 510 mg (1.57 eq.) (4-benzo[1,2,5]oxadiazol-5-yl-phenyl)-methyl-carbamic acid tert-butyl ester are dissolved in 10 mL dichloromethane, treated with 0.126 mL (1.05 eq.) trifluoroacetic acid and stirred overnight at room temperature. The reaction mixture is evaporated and the residue column chromatographed (hexane, hexane/ethyl acetate 4:1 then 3:1) to yield the desired product as an orange solid. MS(ES+): 226 (M+1). Solvent: ClCCl (dichloromethane). Reactants: FC1=C(/C=C/C(=O)O)C(=CC=C1)F (E-2,6-difluorocinnamic acid), BrBr (bromine). Run in ClCCl (dichloromethane). Reaction conditions: temperature 0 celsius, time 8 hour. The product is Br\C=C/C1=C(C=CC=C1F)F ((Z)-1-Bromo-2-(2,6-difluorophenyl)ethene). RXN SMILES: [F:1][C:2]1[CH:12]=[CH:11][CH:10]=[C:9]([F:13])[C:3]=1/[CH:4]=[CH:5]/C(O)=O.[Br:14]Br>ClCCl>[Br:14]/[CH:5]=[CH:4]\[C:3]1[C:2]([F:1])=[CH:12][CH:11]=[CH:10][C:9]=1[F:13]. Procedure: To a stirred suspension of E-2,6-difluorocinnamic acid (2.0 g, 11 mmol) in dichloromethane at 0° C. is added bromine (0.56 mL, 11 mmol) dropwise. The mixture is stirred overnight as it is slowly allowed to reach temperature. Evaporation of the volatiles under reduced pressure affords the crude dibrominated carboxylic acid intermediate that is directly carried to the next step without further purification. To the crude solid is added DMF (20 mL) and a small crystal of BHT. The mixture is cooled t... Starting materials: C(#N)[BH3-].[Na+] (sodium cyanoborohydride), N1CCC(CC1)C=1SC=C(N1)C1=NC2=C(N1)C=CC=C2C(=O)N (2-(2-piperidin-4-yl-1,3-thiazol-4-yl)-1H-benzimidazole-4-carboxamide), C=O (formaldehyde). Run at time 1 hour. Product: CN1CCC(CC1)C=1SC=C(N1)C1=NC2=C(N1)C=CC=C2C(=O)N (2-(2-(1-methylpiperidin-4-yl)-1,3-thiazol-4-yl)-1H-benzimidazole-4-carboxamide). Procedure: To a solution of EXAMPLE 5 (50 mg) in methanol (8 mL) was added 37 wt % formaldehyde in water (28 μL) and TEA (21 μL). The solution was stirred for 1 hour, treated with sodium cyanoborohydride (28 mg) and zinc (II) chloride (20 mg), stirred for 60 hours and was concentrated. The concentrate was purified by HPLC (Zorbax C-8, 0.1% TFA/acetonitrile/water). The salt was dissolved in dichloromethane (2 mL) and methanol (2 mL), treated with 1M hydrochloric acid in ether (4 mL) and concentrated. 1H NMR... Reagents/catalysts: [Cl-].[Zn+2].[Cl-] (zinc (II) chloride). Solvent: CO (methanol), O (water), TEA. RXN SMILES: [NH:1]1[CH2:6][CH2:5][CH:4]([C:7]2[S:8][CH:9]=[C:10]([C:12]3[NH:16][C:15]4[CH:17]=[CH:18][CH:19]=[C:20]([C:21]([NH2:23])=[O:22])[C:14]=4[N:13]=3)[N:11]=2)[CH2:3][CH2:2]1.C=O.[C:26]([BH3-])#N.[Na+]>CO.O.[Cl-].[Zn+2].[Cl-]>[CH3:26][N:1]1[CH2:2][CH2:3][CH:4]([C:7]2[S:8][CH:9]=[C:10]([C:12]3[NH:16][C:15]4[CH:17]=[CH:18][CH:19]=[C:20]([C:21]([NH2:23])=[O:22])[C:14]=4[N:13]=3)[N:11]=2)[CH2:5][CH2:6]1 |f:2.3,6.7.8|.